Dataset: the Open Reaction Database (ORD), a public repository of structured organic reaction records. Task: describe an organic reaction: reactants, conditions, products, and yield The reactants are COCCCNC(=O)C1=NC=CC(=C1)C(=O)NCCCOC (N,N'-di-(3-methoxypropyl)pyridine-2,4-dicarboxamide), C1=CC(=CC(=C1)Cl)C(=O)OO (MCPBA). Product: COCCC[NH+](C(=O)C1=NC=CC(=C1)C(=O)NCCCOC)[O-] (N,N'-Di-(3-methoxypropyl)pyridine-2,4-dicarboxamide N-oxide). As a reaction SMILES: [CH3:1][O:2][CH2:3][CH2:4][CH2:5][NH:6][C:7]([C:9]1[CH:14]=[C:13]([C:15]([NH:17][CH2:18][CH2:19][CH2:20][O:21][CH3:22])=[O:16])[CH:12]=[CH:11][N:10]=1)=[O:8].C1C=C(Cl)C=C(C(OO)=[O:31])C=1>>[CH3:1][O:2][CH2:3][CH2:4][CH2:5][NH+:6]([O-:31])[C:7]([C:9]1[CH:14]=[C:13]([C:15]([NH:17][CH2:18][CH2:19][CH2:20][O:21][CH3:22])=[O:16])[CH:12]=[CH:11][N:10]=1)=[O:8]. Procedure details: From 1 g of N,N'-di-(3-methoxypropyl)pyridine-2,4-dicarboxamide and 1.2 g of MCPBA. The reactants are CC(C(C(=O)O)NC(C1=C(C=CC=C1)C)=O)(C)C (3,3-dimethyl-2-((2-methylbenzoyl)amino)butanoic acid), ClC(=O)OCC(C)C (isobutyl chloroformate), [OH-].[NH4+] (ammonium hydroxide), CN1CCOCC1 (N-methylmorpholine). Run in C1CCOC1 (THF), [Cl-].[Na+].O (brine). Reaction conditions: temperature -15 celsius, time 15 minute. Yields the product NC(=O)C(C(C)(C)C)NC(C1=C(C=CC=C1)C)=O (N-(1-(aminocarbonyl)-2,2-dimethylpropyl)-2-methylbenzamide). Isolated yield 50.8%. As a reaction SMILES: [CH3:1][C:2]([CH3:18])([CH3:17])[CH:3]([NH:7][C:8](=[O:16])[C:9]1[CH:14]=[CH:13][CH:12]=[CH:11][C:10]=1[CH3:15])[C:4](O)=[O:5].ClC(OCC(C)C)=O.C[N:28]1CCOCC1.[OH-].[NH4+]>C1COCC1.[Cl-].[Na+].O>[NH2:28][C:4]([CH:3]([NH:7][C:8](=[O:16])[C:9]1[CH:14]=[CH:13][CH:12]=[CH:11][C:10]=1[CH3:15])[C:2]([CH3:18])([CH3:17])[CH3:1])=[O:5] |f:3.4,6.7.8|. Procedure: A stirred solution of Example 26A (458 mg, 1.84 mmol) in THF (10 mL) at −15° C. was treated with isobutyl chloroformate (0.240 mL, 1.84 mmol) followed by N-methylmorpholine (0.200 mL, 1.84 mmol). After 15 minutes, the milky white reaction mixture was treated dropwise with ammonium hydroxide (4.2 mL of 30% reagent, 15.0 mmol). The reaction flask was warmed to −15° C., stirred for 45 minutes, treated with brine (20 mL), and the clear homogeneous mixture was extracted with ethyl acetate (2×40 mL). ...